From a dataset of the Open Reaction Database (ORD), a public repository of structured organic reaction records. describe an organic reaction: reactants, conditions, products, and yield Starting materials: C1=C(C=CC2=CC=CC=C12)CC#N (naphthalene-2-acetonitrile), FC1=C(C=O)C=CC=C1 (2-fluorobenzaldehyde), C(C)O (ethanol). Yields the product FC1=C(C=CC=C1)C1NC(CC2=CC=C3C(=C12)C=CC=C3)=O (1-(2'-Fluorophenyl)-1,4-dihydro-benz[h]isoquinol-3-one). RXN SMILES: [CH:1]1[C:10]2[C:5](=[CH:6][CH:7]=[CH:8][CH:9]=2)[CH:4]=[CH:3][C:2]=1[CH2:11][C:12]#[N:13].[F:14][C:15]1[CH:22]=[CH:21][CH:20]=[CH:19][C:16]=1[CH:17]=O.C([OH:25])C>>[F:14][C:15]1[CH:22]=[CH:21][CH:20]=[CH:19][C:16]=1[CH:17]1[C:1]2[C:2](=[CH:3][CH:4]=[C:5]3[CH:6]=[CH:7][CH:8]=[CH:9][C:10]3=2)[CH2:11][C:12](=[O:25])[NH:13]1. Procedure: From naphthalene-2-acetonitrile and 2-fluorobenzaldehyde. m.p. 265°-8° (ethanol). Yields the product COC=1C=C(C=CC1OC)C=1C(C(N(N1)C1CCN(CC1)C(=O)C=1C=NC2=CC=CC=C2C1)=O)(C)C (5-(3,4-Dimethoxyphenyl)-4,4-dimethyl-2-[1-(quinolin-3-ylcarbonyl)piperidin-4-yl]-2,4-dihydro-3H-pyrazol-3-one). Reported procedure: The title compound is prepared analogously as described for GP2-WU1 using 5-(3,4-dimethoxyphenyl)-4,4-dimethyl-2-(piperidin-4-yl)-2,4-dihydro-3H-pyrazol-3-one (compound B1) and quinoline-3-carboxylic acid as starting compounds. Starting materials: Cl.COC=1C=C(C=CC1OC)C=1C(C(N(N1)C1CCNCC1)=O)(C)C (5-(3,4-dimethoxyphenyl)-4,4-dimethyl-2-(piperidin-4-yl)-2,4-dihydro-3H-pyrazol-3-one hydrochloride), Cl.COC=1C=C(C=CC1OC)C=1C(C(N(N1)C1CCNCC1)=O)(C)C (5-(3,4-dimethoxyphenyl)-4,4-dimethyl-2-(piperidin-4-yl)-2,4-dihydro-3H-pyrazol-3-one hydrochloride), N1=CC(=CC2=CC=CC=C12)C(=O)O (quinoline-3-carboxylic acid). Reaction SMILES: Cl.[CH3:2][O:3][C:4]1[CH:5]=[C:6]([C:12]2[C:13]([CH3:25])([CH3:24])[C:14](=[O:23])[N:15]([CH:17]3[CH2:22][CH2:21][NH:20][CH2:19][CH2:18]3)[N:16]=2)[CH:7]=[CH:8][C:9]=1[O:10][CH3:11].[N:26]1[C:35]2[C:30](=[CH:31][CH:32]=[CH:33][CH:34]=2)[CH:29]=[C:28]([C:36](O)=[O:37])[CH:27]=1>>[CH3:2][O:3][C:4]1[CH:5]=[C:6]([C:12]2[C:13]([CH3:25])([CH3:24])[C:14](=[O:23])[N:15]([CH:17]3[CH2:22][CH2:21][N:20]([C:36]([C:28]4[CH:27]=[N:26][C:35]5[C:30]([CH:29]=4)=[CH:31][CH:32]=[CH:33][CH:34]=5)=[O:37])[CH2:19][CH2:18]3)[N:16]=2)[CH:7]=[CH:8][C:9]=1[O:10][CH3:11] |f:0.1|. The reactants are NC1=C(SC2=NC(=C(C(=C21)C)OCCCl)C)C(=O)OC(C)(C)C (tert-Butyl 3-amino-5-(2-chloroethoxy)-4,6-dimethyl-thieno[2,3-b]pyridine-2-carboxylate), C(=O)([O-])[O-].[K+].[K+] (K2CO3), N1CCOCC1 (morpholine). Solvent: CC#N (CH3CN). Yields the product NC1=C(SC2=NC(=C(C(=C21)C)OCCN2CCOCC2)C)C(=O)OC(C)(C)C (tert-butyl 3-amino-4,6-dimethyl-5-(2-morpholin-4-yl-ethoxy)-thieno[2,3-b]pyridine-2-carboxylate). The yield is 30.0%. Reaction SMILES: [NH2:1][C:2]1[C:10]2[C:5](=[N:6][C:7]([CH3:16])=[C:8]([O:12][CH2:13][CH2:14]Cl)[C:9]=2[CH3:11])[S:4][C:3]=1[C:17]([O:19][C:20]([CH3:23])([CH3:22])[CH3:21])=[O:18].C([O-])([O-])=O.[K+].[K+].[NH:30]1[CH2:35][CH2:34][O:33][CH2:32][CH2:31]1>CC#N>[NH2:1][C:2]1[C:10]2[C:5](=[N:6][C:7]([CH3:16])=[C:8]([O:12][CH2:13][CH2:14][N:30]3[CH2:35][CH2:34][O:33][CH2:32][CH2:31]3)[C:9]=2[CH3:11])[S:4][C:3]=1[C:17]([O:19][C:20]([CH3:23])([CH3:22])[CH3:21])=[O:18] |f:1.2.3|. Reported procedure: tert-Butyl 3-amino-5-(2-chloroethoxy)-4,6-dimethyl-thieno[2,3-b]pyridine-2-carboxylate, prepared above (50 mg, 0.22 mmol), was dissolved in CH3CN (5 mL), followed by the addition of K2CO3 (41 mg, 0.30 mmol), morpholine (26 mg, 0.30 mmol) and a catalytic amount of KI. The mixture was heated to reflux overnight, the solvent was removed under reduced pressure, water was added and the residue was extracted with ethyl acetate (10 mL), and the organic phases were washed with water (5 mL×3), brine, dri...